describe an organic reaction: reactants, conditions, products, and yield From a dataset of the Open Reaction Database (ORD), a public repository of structured organic reaction records. Starting materials: O(C1=CC=CC=C1)C(=O)NC1=CC=C(CN2C3=C(N[C@H]4[C@@H](C2=O)CCC4)C=CC=C3)C=C1 ((3aR*,10aS*)-9-[4-(phenoxycarbonylamino)benzyl]-2,3,3a,4,9,10a-hexahydrobenzo[b]cyclopenta[e][1,4]diazepin-10(1H)-one), C(C1=CC=CC=C1)CN (N-benzylmethylamine), CN(C)C=O (DMF). The solvent is C(C)(=O)OCC (ethyl acetate). Reaction conditions: time 84 hour. Product: C(C1=CC=CC=C1)N(C(NC1=CC=C(CN2C3=C(N[C@H]4[C@@H](C2=O)CCC4)C=CC=C3)C=C1)=O)C ((3aR*,10aS*)-9-[4-(3-Benzyl-3-methylureido)benzyl]-2,3,3a,4,9,10a-hexahydrobenzo[b]cyclopenta[e][1,4]diazepin-10(1H)-one). The yield is 66.0%. As a reaction SMILES: O([C:8]([NH:10][C:11]1[CH:32]=[CH:31][C:14]([CH2:15][N:16]2[C:22](=[O:23])[C@H:21]3[CH2:24][CH2:25][CH2:26][C@H:20]3[NH:19][C:18]3[CH:27]=[CH:28][CH:29]=[CH:30][C:17]2=3)=[CH:13][CH:12]=1)=[O:9])C1C=CC=CC=1.[CH2:33](CN)[C:34]1[CH:39]=[CH:38][CH:37]=[CH:36][CH:35]=1.[CH3:42][N:43](C=O)C>C(OCC)(=O)C>[CH2:33]([N:43]([CH3:42])[C:8](=[O:9])[NH:10][C:11]1[CH:32]=[CH:31][C:14]([CH2:15][N:16]2[C:22](=[O:23])[C@H:21]3[CH2:24][CH2:25][CH2:26][C@H:20]3[NH:19][C:18]3[CH:27]=[CH:28][CH:29]=[CH:30][C:17]2=3)=[CH:13][CH:12]=1)[C:34]1[CH:35]=[CH:36][CH:37]=[CH:38][CH:39]=1. Reported procedure: To a solution of (3aR*,10aS*)-9-[4-(phenoxycarbonylamino)benzyl]-2,3,3a,4,9,10a-hexahydrobenzo[b]cyclopenta[e][1,4]diazepin-10(1H)-one (0.43 g, 1 mmol) in DMF (5 mL) was added N-benzylmethylamine (0.14 mL, 1.1 mmol) and the mixture was stirred at room temperature for 84 hours. This reaction mixture was diluted with ethyl acetate and washed with 2 portions of water and, then, with saturated aqueous NaCl solution. This solution was dried over MgSO4, filtered, and concentrated under reduced pressur...